describe an organic reaction: reactants, conditions, products, and yield From a dataset of the Open Reaction Database (ORD), a public repository of structured organic reaction records. Starting materials: CCOC(=O)CCCCCBr, CC(C)(C)OC(=O)NN, O=C([O-])[O-], CN(C)P(=O)(N(C)C)N(C)C, [K+], [K+], O. The product is CCOC(=O)CCCCCNNC(=O)OC(C)(C)C. As a reaction SMILES: [Br:10][CH2:11][CH2:12][CH2:13][CH2:14][CH2:15][C:16](=[O:17])[O:18][CH2:19][CH3:20].[C:1]([CH3:2])([CH3:3])([CH3:4])[O:5][C:6](=[O:7])[NH:8][NH2:9].[C:21](=[O:22])([O-:23])[O-:24].[CH3:27][N:28]([P:29]([N:30]([CH3:31])[CH3:32])([N:33]([CH3:34])[CH3:35])=[O:36])[CH3:37].[K+:25].[K+:26].[OH2:38]>>[C:1]([CH3:2])([CH3:3])([CH3:4])[O:5][C:6](=[O:7])[NH:8][NH:9][CH2:11][CH2:12][CH2:13][CH2:14][CH2:15][C:16](=[O:17])[O:18][CH2:19][CH3:20]. Starting materials: C(CCC)OCCNC(CCCCBr)=O (N-(2-butoxyethyl)-5-bromopentanamide), C1(=CC=CC=C1)C=1N=C(NC1C1=CC=CC=C1)S (4,5-diphenyl-1H-imidazole-2-thiol), C([O-])([O-])=O.[K+].[K+] (potassium carbonate), O (water). Reagents/catalysts: [I-].C(CCC)[N+](CCCC)(CCCC)CCCC (tetra-n-butylammonium iodide). Run in O1CCCC1 (tetrahydrofuran). Yields the product C(CCC)OCCNC(CCCCSC=1NC(=C(N1)C1=CC=CC=C1)C1=CC=CC=C1)=O (N-(2-butoxyethyl)-5-(4,5-diphenyl-1H-imidazol-2-ylthio)-pentanamide). Isolated yield 138.4%. As a reaction SMILES: [CH2:1]([O:5][CH2:6][CH2:7][NH:8][C:9](=[O:15])[CH2:10][CH2:11][CH2:12][CH2:13]Br)[CH2:2][CH2:3][CH3:4].[C:16]1([C:22]2[N:23]=[C:24]([SH:33])[NH:25][C:26]=2[C:27]2[CH:32]=[CH:31][CH:30]=[CH:29][CH:28]=2)[CH:21]=[CH:20][CH:19]=[CH:18][CH:17]=1.C(=O)([O-])[O-].[K+].[K+].O>[I-].C([N+](CCCC)(CCCC)CCCC)CCC.O1CCCC1>[CH2:1]([O:5][CH2:6][CH2:7][NH:8][C:9](=[O:15])[CH2:10][CH2:11][CH2:12][CH2:13][S:33][C:24]1[NH:25][C:26]([C:27]2[CH:28]=[CH:29][CH:30]=[CH:31][CH:32]=2)=[C:22]([C:16]2[CH:21]=[CH:20][CH:19]=[CH:18][CH:17]=2)[N:23]=1)[CH2:2][CH2:3][CH3:4] |f:2.3.4,6.7|. Reported procedure: N-(2-butoxyethyl)-5-bromopentanamide (3.89 g, 13.9 mmol), 4,5-diphenyl-1H-imidazole-2-thiol (3.57 g, 14.2 mmol), potassium carbonate (2.38 g, 17.2 mmol) and tetra-n-butylammonium iodide (1.50 g, 4.06 mmol) were mixed in 100 mL anhydrous tetrahydrofuran, and heated to reflux for 18 hours. After cooling, the mixture was poured into water (400 mL). This mixture was extracted with ethyl acetate (2×400 mL), and the extracts were combined, dried over anhydrous magnesium sulfate and evaporated. The res...